Dataset: the Open Reaction Database (ORD), a public repository of structured organic reaction records. Task: describe an organic reaction: reactants, conditions, products, and yield The reactants are ClC1=C(N(C(C(=N1)NC[C@@H]1N(CCCC1)CC1CC1)=O)CC(=O)NCC=1C=C2C(=CNC2=CC1)C)C (2-[3-chloro-5-({[(2R)-1-(cyclopropylmethyl)piperidinyl]methyl}amino)-2-methyl-6-oxo-1(6H) pyrazinyl]-N-[(3-methyl-1H-indol-5-yl)methyl]acetamide). The reagents and catalysts are [OH-].[Pd+2].[OH-] (palladium hydroxide). Product: C1(CC1)CN1[C@H](CCCC1)CNC=1C(N(C(=CN1)C)CC(=O)NCC=1C=C2C(=CNC2=CC1)C)=O (2-[3-({[(2R)-1-(cyclopropylmethyl)piperidinyl]methyl}amino)-6-methyl-2-oxo-1(2H)-pyrazinyl]-N-[(3-methyl-1H-indol-5-yl)methyl]acetamide), N (ammonia), product. Isolated yield 36.0%. As a reaction SMILES: Cl[C:2]1[N:7]=[C:6]([NH:8][CH2:9][C@H:10]2[CH2:15][CH2:14][CH2:13][CH2:12][N:11]2[CH2:16][CH:17]2[CH2:19][CH2:18]2)[C:5](=[O:20])[N:4]([CH2:21][C:22]([NH:24][CH2:25][C:26]2[CH:27]=[C:28]3[C:32](=[CH:33][CH:34]=2)[NH:31][CH:30]=[C:29]3[CH3:35])=[O:23])[C:3]=1[CH3:36]>[OH-].[Pd+2].[OH-]>[CH:17]1([CH2:16][N:11]2[CH2:12][CH2:13][CH2:14][CH2:15][C@@H:10]2[CH2:9][NH:8][C:6]2[C:5](=[O:20])[N:4]([CH2:21][C:22]([NH:24][CH2:25][C:26]3[CH:27]=[C:28]4[C:32](=[CH:33][CH:34]=3)[NH:31][CH:30]=[C:29]4[CH3:35])=[O:23])[C:3]([CH3:36])=[CH:2][N:7]=2)[CH2:19][CH2:18]1.[NH3:4] |f:1.2.3|. Reported procedure: The title compound was prepared by a similar method to preparation 44 from 2-[3-chloro-5-({[(2R)-1-(cyclopropylmethyl)piperidinyl]methyl}amino)-2-methyl-6-oxo-1(6H) pyrazinyl]-N-[(3-methyl-1H-indol-5-yl)methyl]acetamide [see preparation 73] and palladium hydroxide. The crude product was purified by column chromatography on silica gel using dichloromethane:methanol:0.88 ammonia (90:10:1) as the eluant to afford the product as a white solid, (36%). The reactants are [BH4-], C[O-], COc1ccc(C(=O)C2CCN(CCc3ccccc3)CC2)cc1, CCO, CO, CCOC(C)=O, Cl, Cl, [Na+], [Na+]. The product is COc1ccc(C(O)C2CCN(CCc3ccccc3)CC2)cc1, Cl. RXN SMILES: [BH4-:29].[CH3:26][O-:27].[CH3:2][O:3][c:4]1[cH:5][cH:6][c:7]([C:10](=[O:11])[CH:12]2[CH2:13][CH2:14][N:15]([CH2:18][CH2:19][c:20]3[cH:21][cH:22][cH:23][cH:24][cH:25]3)[CH2:16][CH2:17]2)[cH:8][cH:9]1.[CH3:32][CH2:33][OH:34].[CH3:35][OH:36].[CH3:37][CH2:38][O:39][C:40]([CH3:41])=[O:42].[ClH:1].[ClH:31].[Na+:28].[Na+:30]>>[CH3:2][O:3][c:4]1[cH:5][cH:6][c:7]([CH:10]([OH:11])[CH:12]2[CH2:13][CH2:14][N:15]([CH2:18][CH2:19][c:20]3[cH:21][cH:22][cH:23][cH:24][cH:25]3)[CH2:16][CH2:17]2)[cH:8][cH:9]1.[ClH:1].